This data is from the Open Reaction Database (ORD), a public repository of structured organic reaction records. The task is: describe an organic reaction: reactants, conditions, products, and yield Reactants: C1(=CC=CC=C1)O (phenol), B(F)(F)F.CCOCC (boron trifluoride etherate), C1C=CC2C1C3CC2C=C3 (dicyclopentadiene), C1=CC=CC1.C=CC(C)=C (cyclopentadiene isoprene), diene. Run at temperature 70 celsius, time 3 hour. The product is C1C=CC2C1[C@H]3C[C@@H]2C=C3 (DCPD). Reaction SMILES: C1(O)C=CC=CC=1.B(F)(F)F.CCOCC.[CH2:17]1[CH:21]2[CH:22]3[CH:26]=[CH:25][CH:24]([CH:20]2[CH:19]=[CH:18]1)[CH2:23]3.C1CC=CC=1.C=CC(=C)C>>[CH2:17]1[CH:21]2[C@@H:22]3[CH:26]=[CH:25][C@H:24]([CH:20]2[CH:19]=[CH:18]1)[CH2:23]3 |f:1.2,4.5|. Procedure details: To a reactor equipped with a stirrer, condenser, thermowell and heater add 1882 gms (20 moles) of phenol and 8 gms (0.4% based on total weight) of boron trifluoride etherate. Heat to 70° C. and add 132 gms (~1 mole) of a C10 diene stream containing mainly dicyclopentadiene and cyclopentadiene-isoprene codimers over a 20 minute (1200 s) period. Increase the temperature to 150° C. over a 3 hour (10,800 s) time period and hold for about 3 hours (10,800 s). Distill off unreacted phenol with a finish... The reactants are [Cl-].[NH4+] (ammonium chloride), ClC1=C(C=CC(=C1)Cl)O (2,4-Dichlorophenol), BrC(C(=O)OCC)C (Ethyl α-bromopropionate), [H-].[Na+] (sodium hydride). Run in CN(C=O)C (N,N-dimethylformamide). Run at time 30 minute. Product: ClC1=C(OC(C(=O)O)C)C=CC(=C1)Cl (2-(2,4-Dichlorophenoxy)propanoic acid). RXN SMILES: [Cl:1][C:2]1[CH:7]=[C:6]([Cl:8])[CH:5]=[CH:4][C:3]=1[OH:9].[H-].[Na+].Br[CH:13]([CH3:19])[C:14]([O:16]CC)=[O:15].[Cl-].[NH4+]>CN(C)C=O>[Cl:1][C:2]1[CH:7]=[C:6]([Cl:8])[CH:5]=[CH:4][C:3]=1[O:9][CH:13]([CH3:19])[C:14]([OH:16])=[O:15] |f:1.2,4.5|. Procedure: 1 g of 2,4-Dichlorophenol was dissolved in 15 ml of N,N-dimethylformamide, and 0.27 g of 60% sodium hydride was added thereto under ice-cooling, and the mixture was stirred at room temperature for 30 minutes. 1.1 ml of Ethyl α-bromopropionate was added to the mixture, and stirring was continued at room temperature for another 1 hour. To the reaction solution was added aqueous ammonium chloride, and the mixture was extracted with ethyl acetate. The organic layer was washed with brine, dried over ... The reactants are C(C)#N (Acetonitrile), ClCN1S(=O)(=O)C2=CC(=CC(=C2C1=O)C(C)C)OC (2-chloromethyl-4-isopropyl-6-methoxysaccharin), C(C)(C)N(C(C)C)CC (N,N-diisopropylethylamine), CC1=NOC(=C1C(=O)O)C (3,5-dimethylisoxazole-4-carboxylic acid). The solvent is C(C)(=O)OCC (ethyl acetate). Reaction conditions: time 5 minute. The product is CC1=NOC(=C1C(=O)OCN1S(=O)(=O)C2=CC(=CC(=C2C1=O)C(C)C)OC)C (4-isopropyl-6-methoxy-2-saccharinylmethyl 3,5-dimethylisoxazole-4-carboxylate). The yield is 10.0%. Reaction SMILES: C(#N)C.C(N(CC)C(C)C)(C)C.[CH3:13][C:14]1[C:18]([C:19]([OH:21])=[O:20])=[C:17]([CH3:22])[O:16][N:15]=1.Cl[CH2:24][N:25]1[C:35](=[O:36])[C:34]2[C:29](=[CH:30][C:31]([O:40][CH3:41])=[CH:32][C:33]=2[CH:37]([CH3:39])[CH3:38])[S:26]1(=[O:28])=[O:27]>C(OCC)(=O)C>[CH3:13][C:14]1[C:18]([C:19]([O:21][CH2:24][N:25]2[C:35](=[O:36])[C:34]3[C:29](=[CH:30][C:31]([O:40][CH3:41])=[CH:32][C:33]=3[CH:37]([CH3:39])[CH3:38])[S:26]2(=[O:27])=[O:28])=[O:20])=[C:17]([CH3:22])[O:16][N:15]=1. Procedure: Acetonitrile (3 ml), followed by N,N-diisopropylethylamine (0.26 ml, 1.5 mmol) were added to 3,5-dimethylisoxazole-4-carboxylic acid (0.21 g, 1.5 mmol). The mixture was stirred for 5 minutes, then 2-chloromethyl-4-isopropyl-6-methoxysaccharin (0.30 g, 1 mmol) was added. The reaction mixture was stirred at room temperature for 18 hours, diluted with ethyl acetate (75 ml) and washed with saturated NaHCO3. The organic layer was dried over anhydrous Na2SO4, filtered and concentrated in vacuo. The re... Starting materials: CC(=O)OC(C)=O, Cc1cccc(C)n1, O=Cc1ccncc1. The product is Cc1cccc(C=Cc2ccncc2)n1. As a reaction SMILES: [CH3:17][C:18]([O:19][C:20](=[O:21])[CH3:22])=[O:23].[CH3:1][c:2]1[n:3][c:4]([CH3:8])[cH:5][cH:6][cH:7]1.[n:9]1[cH:10][cH:11][c:12]([CH:15]=[O:16])[cH:13][cH:14]1>>[CH3:1][c:2]1[n:3][c:4]([CH:8]=[CH:15][c:12]2[cH:11][cH:10][n:9][cH:14][cH:13]2)[cH:5][cH:6][cH:7]1.